This data is from the Open Reaction Database (ORD), a public repository of structured organic reaction records. The task is: describe an organic reaction: reactants, conditions, products, and yield Reactants: CCOCCO, COc1cc2ncc(C#N)c(Cl)c2cc1OC, Cl, Nc1ccc(CCO)cc1, c1ccncc1. The product is COc1cc2ncc(C#N)c(Nc3ccc(CCO)cc3)c2cc1OC. RXN SMILES: [CH3:35][CH2:36][O:37][CH2:38][CH2:39][OH:40].[Cl:1][c:2]1[c:3]([C:16]#[N:17])[cH:4][n:5][c:6]2[cH:7][c:8]([O:14][CH3:15])[c:9]([O:12][CH3:13])[cH:10][c:11]12.[ClH:18].[NH2:25][c:26]1[cH:27][cH:28][c:29]([CH2:30][CH2:31][OH:32])[cH:33][cH:34]1.[n:19]1[cH:20][cH:21][cH:22][cH:23][cH:24]1>>[c:2]1([NH:25][c:26]2[cH:27][cH:28][c:29]([CH2:30][CH2:31][OH:32])[cH:33][cH:34]2)[c:3]([C:16]#[N:17])[cH:4][n:5][c:6]2[cH:7][c:8]([O:14][CH3:15])[c:9]([O:12][CH3:13])[cH:10][c:11]12. The product is C(#C)C=1C=CC2=C(N(C=N2)CC2=CC3=C(N=C(S3)N[C@H]3[C@@H](CCCC3)O)C=C2)C1 ((1R,2R)-2-((6-((6-Ethynyl-1H-benzo[d]imidazol-1-yl)methyl)benzo[d]thiazol-2-yl)amino)cyclohexanol). Reported procedure: (1R,2R)-2-((6-((6-Ethynyl-1H-benzo[d]imidazol-1-yl)methyl)benzo[d]thiazol-2-yl)amino)cyclohexanol was synthesized as a powder (7 mg, 18%) using a procedure analogous to that described in Step 2 of Example 121, substituting (1R,2R)-2-((6-((6-((trimethylsilyl)ethynyl)-1H-benzo[d]imidazol-1-yl)methyl)benzo[d]thiazol-2-yl)amino)cyclohexanol from the previous step for (1R,2R)-2-((6-((5-((trimethylsilyl)ethynyl)-1H-benzo[d]imidazol-1-yl)methyl)benzo[d]thiazol-2-yl)amino)cyclohexanol used in Example 12... As a reaction SMILES: C[Si]([C:5]#[C:6][C:7]1[CH:8]=[CH:9][C:10]2[N:14]=[CH:13][N:12]([CH2:15][C:16]3[CH:32]=[CH:31][C:19]4[N:20]=[C:21]([NH:23][C@@H:24]5[CH2:29][CH2:28][CH2:27][CH2:26][C@H:25]5[OH:30])[S:22][C:18]=4[CH:17]=3)[C:11]=2[CH:33]=1)(C)C.C[Si](C#CC1C=CC2N(CC3C=CC4N=C(N[C@@H]5CCCC[C@H]5O)SC=4C=3)C=NC=2C=1)(C)C>>[C:6]([C:7]1[CH:8]=[CH:9][C:10]2[N:14]=[CH:13][N:12]([CH2:15][C:16]3[CH:32]=[CH:31][C:19]4[N:20]=[C:21]([NH:23][C@@H:24]5[CH2:29][CH2:28][CH2:27][CH2:26][C@H:25]5[OH:30])[S:22][C:18]=4[CH:17]=3)[C:11]=2[CH:33]=1)#[CH:5]. Reactants: powder, C[Si](C)(C)C#CC=1C=CC2=C(N(C=N2)CC2=CC3=C(N=C(S3)N[C@H]3[C@@H](CCCC3)O)C=C2)C1 ((1R,2R)-2-((6-((6-((trimethylsilyl)ethynyl)-1H-benzo[d]imidazol-1-yl)methyl)benzo[d]thiazol-2-yl)amino)cyclohexanol), C[Si](C)(C)C#CC1=CC2=C(N(C=N2)CC2=CC3=C(N=C(S3)N[C@H]3[C@@H](CCCC3)O)C=C2)C=C1 ((1R,2R)-2-((6-((5-((trimethylsilyl)ethynyl)-1H-benzo[d]imidazol-1-yl)methyl)benzo[d]thiazol-2-yl)amino)cyclohexanol). The reactants are CCO, ClCCl, I, CC(CN1C(=O)CCc2cc(N)ccc21)N1CCCC1, CSC(=N)c1cccs1. Product: CC(CN1C(=O)CCc2cc(NC(=N)c3cccs3)ccc21)N1CCCC1. Reaction SMILES: [CH3:31][CH2:32][OH:33].[Cl:34][CH2:35][Cl:36].[IH:21].[NH2:1][c:2]1[cH:3][c:4]2[c:9]([cH:10][cH:11]1)[N:8]([CH2:12][CH:13]([CH3:14])[N:15]1[CH2:16][CH2:17][CH2:18][CH2:19]1)[C:7](=[O:20])[CH2:6][CH2:5]2.[s:22]1[c:23]([C:27](=[NH:28])[S:29][CH3:30])[cH:24][cH:25][cH:26]1>>[NH:1]([c:2]1[cH:3][c:4]2[c:9]([cH:10][cH:11]1)[N:8]([CH2:12][CH:13]([CH3:14])[N:15]1[CH2:16][CH2:17][CH2:18][CH2:19]1)[C:7](=[O:20])[CH2:6][CH2:5]2)[C:27]([c:23]1[s:22][cH:26][cH:25][cH:24]1)=[NH:28]. The reactants are ClCCl, OCc1ccc(Cl)cc1, BrP(Br)Br. Yields the product Clc1ccc(CBr)cc1. Reaction SMILES: [Cl:14][CH2:15][Cl:16].[Cl:1][c:2]1[cH:3][cH:4][c:5]([CH2:6][OH:7])[cH:8][cH:9]1.[P:10]([Br:11])([Br:12])[Br:13]>>[Cl:1][c:2]1[cH:3][cH:4][c:5]([CH2:6][Br:11])[cH:8][cH:9]1. Reactants: Clc1nc(N2CCOCC2)c2ncnc(NCc3ccccc3)c2n1, NCCO. The product is OCCNc1nc(N2CCOCC2)c2ncnc(NCc3ccccc3)c2n1. Reaction SMILES: [CH2:1]([c:2]1[cH:3][cH:4][cH:5][cH:6][cH:7]1)[NH:8][c:9]1[n:10][cH:11][n:12][c:13]2[c:14]1[n:15][c:16]([Cl:25])[n:17][c:18]2[N:19]1[CH2:20][CH2:21][O:22][CH2:23][CH2:24]1.[OH:26][CH2:27][CH2:28][NH2:29]>>[CH2:1]([c:2]1[cH:3][cH:4][cH:5][cH:6][cH:7]1)[NH:8][c:9]1[n:10][cH:11][n:12][c:13]2[c:14]1[n:15][c:16]([NH:29][CH2:28][CH2:27][OH:26])[n:17][c:18]2[N:19]1[CH2:20][CH2:21][O:22][CH2:23][CH2:24]1. Reactants: C(C1=CC=CC=C1)OC1=C(C=C(C=C1)OCC)CC(=O)OC (methyl 2-(2-benzyloxy-5-ethoxyphenyl)acetate). The reagents and catalysts are [C].[Pd] (palladium carbon). The solvent is O1CCCC1 (tetrahydrofuran). The product is OC1=C(C=C(C=C1)OCC)CC(=O)OC (methyl 2-(2-hydroxy-5-ethoxyphenyl)acetate). Yield: 73.2%. As a reaction SMILES: C([O:8][C:9]1[CH:14]=[CH:13][C:12]([O:15][CH2:16][CH3:17])=[CH:11][C:10]=1[CH2:18][C:19]([O:21][CH3:22])=[O:20])C1C=CC=CC=1>[C].[Pd].O1CCCC1>[OH:8][C:9]1[CH:14]=[CH:13][C:12]([O:15][CH2:16][CH3:17])=[CH:11][C:10]=1[CH2:18][C:19]([O:21][CH3:22])=[O:20] |f:1.2|. Procedure: A mixture of methyl 2-(2-benzyloxy-5-ethoxyphenyl)acetate (1.60 g), 5% palladium carbon (3.0 g) and tetrahydrofuran (50 mL) was subjected to catalytic hydrogenation at room temperature and 1 atm. After filtering off the catalyst, the solvent was evaporated under reduced pressure. Hexane was added to the obtained crystals and the mixture was filtrated to give crystals (0.82 g) of methyl 2-(2-hydroxy-5-ethoxyphenyl)acetate. Recrystallization from diisopropyl ether-hexane gave pale-yellow prism cry... The reactants are Cl.NC1=C(C=C(C=C1C(F)(F)F)C(CNC(C)(C)CC)O)Br (1-(4'-amino-3'-bromo-5'-trifluoromethyl-phenyl)-2-tert.pentylamino-ethanol hydrochloride), N (ammonia), [H][H] (hydrogen). Run in C(C)(=O)OCC (ethyl acetate). Product: Br.NC1=C(C=C(C=C1)C(CNC(C)(C)CC)O)C(F)(F)F (1-(4'-Amino-3'-trifluoromethyl-phenyl)-2-tert.pentylamino-ethanol hydrobromide). RXN SMILES: Cl.[NH2:2][C:3]1[C:8]([C:9]([F:12])([F:11])[F:10])=[CH:7][C:6]([CH:13]([OH:21])[CH2:14][NH:15][C:16]([CH2:19][CH3:20])([CH3:18])[CH3:17])=[CH:5][C:4]=1[Br:22].N.[H][H]>C(OCC)(=O)C>[BrH:22].[NH2:2][C:3]1[CH:4]=[CH:5][C:6]([CH:13]([OH:21])[CH2:14][NH:15][C:16]([CH2:19][CH3:20])([CH3:17])[CH3:18])=[CH:7][C:8]=1[C:9]([F:10])([F:11])[F:12] |f:0.1,5.6|. Procedure details: 5 gm of 1-(4'-amino-3'-bromo-5'-trifluoromethyl-phenyl)-2-tert.pentylamino-ethanol hydrochloride were distributed between ethyl acetate and 2N ammonia. The organic layer was dried and evaporated in vacuo, the residual base was dissolved in 100 ml of methanol in a hydrogenation vessel. 2.5 gm of palladium oxide/barium sulfate catalyst (5%) were added, and the mixture was hydrogenated until 1 mol of hydrogen had been absorbed. After the catalyst had been removed by filtration, the filtrate was eva... Reported procedure: 1-(4-(R)-Methyl-7,8-dihydroxy-8-methylnonyl)-3,7-dimethylxanthine (0.29 g, 0.80 mmol) was stirred with hydrogen bromide (1.00 mL of a 30% solution in acetic acid, 2.40 mmol) for 4 hours. The mixture was then added over 10 minutes to water (10 mL), ice (5 g) and sodium bicarbonate (2 g) and stirred for 30 minutes. The reaction mixture was extracted with dichloromethane (2×15 mL), the combined organic phases dried using magnesium sulfate and the solvent evaporated to obtain a residue of 1-(4-(R)-m... Conditions: time 30 minute. RXN SMILES: [CH3:1][C@@H:2]([CH2:19][CH2:20][CH:21]([OH:26])[C:22](O)([CH3:24])[CH3:23])[CH2:3][CH2:4][CH2:5][N:6]1[C:15](=[O:16])[C:14]2[N:13]([CH3:17])[CH:12]=[N:11][C:10]=2[N:9]([CH3:18])[C:7]1=[O:8].[BrH:27].O.C(=O)(O)[O-].[Na+].[C:34]([OH:37])(=O)[CH3:35]>>[CH3:1][C@@H:2]([CH2:19][CH2:20][CH:21]([O:26][C:34](=[O:37])[CH3:35])[C:22]([Br:27])([CH3:24])[CH3:23])[CH2:3][CH2:4][CH2:5][N:6]1[C:15](=[O:16])[C:14]2[N:13]([CH3:17])[CH:12]=[N:11][C:10]=2[N:9]([CH3:18])[C:7]1=[O:8] |f:3.4|. Product: C[C@H](CCCN1C(=O)N(C=2N=CN(C2C1=O)C)C)CCC(C(C)(C)Br)OC(C)=O (1-(4-(R)-methyl-7-acetoxy-8-bromo-8-methylnonyl)-3,7-dimethylxanthine). Starting materials: O (water), ice, C([O-])(O)=O.[Na+] (sodium bicarbonate), C[C@H](CCCN1C(=O)N(C=2N=CN(C2C1=O)C)C)CCC(C(C)(C)O)O (1-(4-(R)-Methyl-7,8-dihydroxy-8-methylnonyl)-3,7-dimethylxanthine), Br (hydrogen bromide), solution, C(C)(=O)O (acetic acid). The reactants are FC1=CC2=C(NC(N=C2)=O)C=N1 (6-fluoropyrido[3,4-d]pyrimidinone), S(=O)(Cl)Cl (thionyl chloride), BrC=1C=C(N)C=CC1Cl (3-bromo-4-chloroaniline). The reagents and catalysts are CN(C)C=O (DMF). Run in CC(=O)N(C)C (DMA). Run at time 19 hour. The product is BrC=1C=C(C=CC1Cl)NC=1C2=C(N=CN1)C=NC(=C2)F (N-(3-bromo-4-chlorophenyl)-6-fluoropyrido[3,4-d]pyrimidin-4-amine). The yield is 99.6%. As a reaction SMILES: [F:1][C:2]1[N:12]=[CH:11][C:5]2[NH:6][C:7](=O)[N:8]=[CH:9][C:4]=2[CH:3]=1.S(Cl)(Cl)=O.[Br:17][C:18]1[CH:19]=[C:20]([CH:22]=[CH:23][C:24]=1[Cl:25])[NH2:21]>CN(C=O)C.CC(N(C)C)=O>[Br:17][C:18]1[CH:19]=[C:20]([NH:21][C:9]2[C:4]3[CH:3]=[C:2]([F:1])[N:12]=[CH:11][C:5]=3[N:6]=[CH:7][N:8]=2)[CH:22]=[CH:23][C:24]=1[Cl:25]. Procedure details: A heterogeneous mixture of 6-fluoropyrido[3,4-d]pyrimidin-4(3H)-one (200) (1.50 g, 9.09 mmol), thionyl chloride (20 mL) and a catalytic amount of DMF (2 drops) was stirred under reflux for 3 h to give a homogeneous mixture. It was evaporated under reduced pressure at 40° C. (bath temperature) to give a light brown solid. To this solid was added a solution of 3-bromo-4-chloroaniline (2.07 g, 10.0 mmol) in dry DMA (15 mL). The residue of 3-bromo-4-chloroaniline was washed down with more DMA (2×2 m... The reactants are CCCC[N+](CCCC)(CCCC)CCCC, [F-], CC[Si](CC)(CC)OC(C)(C)CCc1ccc(-c2cc(C(N)=O)c3[nH]cc(C4CCS(=O)(=O)CC4)c3c2)s1, C1CCOC1. The product is CC(C)(O)CCc1ccc(-c2cc(C(N)=O)c3[nH]cc(C4CCS(=O)(=O)CC4)c3c2)s1. RXN SMILES: [CH3:40][CH2:41][CH2:42][CH2:43][N+:44]([CH2:45][CH2:46][CH2:47][CH3:48])([CH2:49][CH2:50][CH2:51][CH3:52])[CH2:53][CH2:54][CH2:55][CH3:56].[F-:39].[O:1]=[S:2]1(=[O:38])[CH2:3][CH2:4][CH:5]([c:8]2[cH:9][nH:10][c:11]3[c:12]([C:35](=[O:36])[NH2:37])[cH:13][c:14](-[c:17]4[s:18][c:19]([CH2:22][CH2:23][C:24]([CH3:25])([O:26][Si:27]([CH2:28][CH3:29])([CH2:30][CH3:31])[CH2:32][CH3:33])[CH3:34])[cH:20][cH:21]4)[cH:15][c:16]23)[CH2:6][CH2:7]1.[O:57]1[CH2:58][CH2:59][CH2:60][CH2:61]1>>[O:1]=[S:2]1(=[O:38])[CH2:3][CH2:4][CH:5]([c:8]2[cH:9][nH:10][c:11]3[c:12]([C:35](=[O:36])[NH2:37])[cH:13][c:14](-[c:17]4[s:18][c:19]([CH2:22][CH2:23][C:24]([CH3:25])([OH:26])[CH3:34])[cH:20][cH:21]4)[cH:15][c:16]23)[CH2:6][CH2:7]1.